Dataset: the Open Reaction Database (ORD), a public repository of structured organic reaction records. Task: describe an organic reaction: reactants, conditions, products, and yield Reactants: O=C([O-])[O-], O=C([O-])O, CCOC(=O)Cn1c(CC)nc2c(O)cccc21, CN(C)C=O, CNC(=O)c1ccc(C=CC(=O)NCC(=O)N(C)c2ccc(Cl)c(CBr)c2Cl)cc1, [K+], [K+], [Na+]. Product: CCOC(=O)Cn1c(CC)nc2c(OCc3c(Cl)ccc(N(C)C(=O)CNC(=O)C=Cc4ccc(C(=O)NC)cc4)c3Cl)cccc21. As a reaction SMILES: [C:49](=[O:50])([O-:51])[O-:52].[C:55](=[O:56])([OH:57])[O-:58].[CH2:1]([CH3:2])[O:3][C:4](=[O:5])[CH2:6][n:7]1[c:8]([CH2:17][CH3:18])[n:9][c:10]2[c:11]1[cH:12][cH:13][cH:14][c:15]2[OH:16].[CH3:60][N:61]([CH3:62])[CH:63]=[O:64].[Cl:19][c:20]1[c:21]([CH2:22][Br:23])[c:24]([Cl:48])[cH:25][cH:26][c:27]1[N:28]([C:29]([CH2:30][NH:31][C:32]([CH:33]=[CH:34][c:35]1[cH:36][cH:37][c:38]([C:41]([NH:42][CH3:43])=[O:44])[cH:39][cH:40]1)=[O:45])=[O:46])[CH3:47].[K+:53].[K+:54].[Na+:59]>>[CH2:1]([CH3:2])[O:3][C:4](=[O:5])[CH2:6][n:7]1[c:8]([CH2:17][CH3:18])[n:9][c:10]2[c:11]1[cH:12][cH:13][cH:14][c:15]2[O:16][CH2:22][c:21]1[c:20]([Cl:19])[c:27]([N:28]([C:29]([CH2:30][NH:31][C:32]([CH:33]=[CH:34][c:35]2[cH:36][cH:37][c:38]([C:41]([NH:42][CH3:43])=[O:44])[cH:39][cH:40]2)=[O:45])=[O:46])[CH3:47])[cH:26][cH:25][c:24]1[Cl:48]. Starting materials: C(C)(C)(C)OC(NC1(COC(OC1)(C)C)CCC1=CC=C(C=C1)S(=O)(=O)N1C=C(C2=CC=C(C=C12)OC)C(C1=CC(=C(C(=C1)OC)OC)OC)=O)=O (tert-Butyl-5-(4-(6-methoxy-3-(3,4,5-trimethoxybenzoyl)-1H-indol-1-ylsulfonyl)phenethyl)-2,2-dimethyl-1,3-dioxan-5-ylcarbamate), C(C)(C)(C)OC(NC1(COC(OC1)(C)C)CCC1=CC=C(C=C1)CCCN1C=C(C2=CC=CC=C12)C(C(F)(F)F)=O)=O (tert-butyl-2,2-dimethyl-5-(4-(3-(3-(2,2,2-trifluoroacetyl)-1H-indol-1-yl)propyl)phenethyl)-1,3-dioxan-5-ylcarbamate). Product: NC(CCC1=CC=C(C=C1)S(=O)(=O)N1C=C(C2=CC=C(C=C12)OC)C(=O)C1=CC(=C(C(=C1)OC)OC)OC)(CO)CO ((1-(4-(3-Amino-4-hydroxy-3-(hydroxymethyl)butyl)phenylsulfonyl)-6-methoxy-1H-indol-3-yl)(3,4,5-trimethoxyphenyl)methanone). Yield: 65.0%. RXN SMILES: C(OC(=O)[NH:7][C:8]1([CH2:16][CH2:17][C:18]2[CH:23]=[CH:22][C:21]([S:24]([N:27]3[C:35]4[C:30](=[CH:31][CH:32]=[C:33]([O:36][CH3:37])[CH:34]=4)[C:29]([C:38](=[O:51])[C:39]4[CH:44]=[C:43]([O:45][CH3:46])[C:42]([O:47][CH3:48])=[C:41]([O:49][CH3:50])[CH:40]=4)=[CH:28]3)(=[O:26])=[O:25])=[CH:20][CH:19]=2)[CH2:13][O:12]C(C)(C)[O:10][CH2:9]1)(C)(C)C.C(OC(=O)NC1(CCC2C=CC(CCCN3C4C(=CC=CC=4)C(C(=O)C(F)(F)F)=C3)=CC=2)COC(C)(C)OC1)(C)(C)C>>[NH2:7][C:8]([CH2:9][OH:10])([CH2:13][OH:12])[CH2:16][CH2:17][C:18]1[CH:19]=[CH:20][C:21]([S:24]([N:27]2[C:35]3[C:30](=[CH:31][CH:32]=[C:33]([O:36][CH3:37])[CH:34]=3)[C:29]([C:38]([C:39]3[CH:44]=[C:43]([O:45][CH3:46])[C:42]([O:47][CH3:48])=[C:41]([O:49][CH3:50])[CH:40]=3)=[O:51])=[CH:28]2)(=[O:25])=[O:26])=[CH:22][CH:23]=1. Procedure: When the product of Step E was substituted for tert-butyl-2,2-dimethyl-5-(4-(3-(3-(2,2,2-trifluoroacetyl)-1H-indol-1-yl)propyl)phenethyl)-1,3-dioxan-5-ylcarbamate in Example 11, Step F, the identical process afforded the title compound in 65% yield, as colourless solid. 1H-NMR (D2O) 1.65-1.68 (m, 2H); 2.44-2.46 (m, 2H); 3.50 (s, 3H); 3.56 (s, 3H); 3.59 (s, 6H), 6.10 (d, 1H, J=8.77 Hz); 6.55 (broad s, 2H); 6.98 (s, 2H); 7.18-7.20 (m, 2H); 7.60-7.62 (m, 3H). Reactants: CCOC(=O)CC1=C(O)c2sccc2S(=O)(=O)N1, CI, CN(C)C=O, [H-], [Na+]. The product is CCOC(=O)CC1=C(O)c2sccc2S(=O)(=O)N1C. Reaction SMILES: [CH2:1]([CH3:2])[O:3][C:4](=[O:5])[CH2:6][C:7]1=[C:12]([OH:13])[c:11]2[c:10]([cH:16][cH:15][s:14]2)[S:9](=[O:17])(=[O:18])[NH:8]1.[CH3:21][I:22].[CH3:23][N:24]([CH3:25])[CH:26]=[O:27].[H-:19].[Na+:20]>>[CH2:1]([CH3:2])[O:3][C:4](=[O:5])[CH2:6][C:7]1=[C:12]([OH:13])[c:11]2[c:10]([cH:16][cH:15][s:14]2)[S:9](=[O:17])(=[O:18])[N:8]1[CH3:21]. The reactants are CCCN, CCO, ClCCOc1ccccc1, O. Product: CCCNCCOc1ccccc1. Reaction SMILES: [CH2:11]([CH2:12][CH3:13])[NH2:14].[CH3:15][CH2:16][OH:17].[O:1]([c:2]1[cH:3][cH:4][cH:5][cH:6][cH:7]1)[CH2:8][CH2:9][Cl:10].[OH2:18]>>[O:1]([c:2]1[cH:3][cH:4][cH:5][cH:6][cH:7]1)[CH2:8][CH2:9][NH:14][CH2:11][CH2:12][CH3:13].